From a dataset of the Open Reaction Database (ORD), a public repository of structured organic reaction records. describe an organic reaction: reactants, conditions, products, and yield Starting materials: C(#N)C=1C=C(C=CC1)C1=NC(=NC=C1)S(=O)(=O)C (4-(3-cyanophenyl)-2-methylsulfonylpyrimidine), [C-]#N.[K+] (potassium cyanide). Solvent: CN(C=O)C (N,N-dimethylformamide). Conditions: time 4 hour. Yields the product C(#N)C1=NC=CC(=N1)C1=CC(=CC=C1)C#N (2-cyano-4-(3-cyanophenyl)-pyrimidine). As a reaction SMILES: [C:1]([C:3]1[CH:4]=[C:5]([C:9]2[CH:14]=[CH:13][N:12]=[C:11](S(C)(=O)=O)[N:10]=2)[CH:6]=[CH:7][CH:8]=1)#[N:2].[C-:19]#[N:20].[K+]>CN(C)C=O>[C:19]([C:11]1[N:10]=[C:9]([C:5]2[CH:6]=[CH:7][CH:8]=[C:3]([C:1]#[N:2])[CH:4]=2)[CH:14]=[CH:13][N:12]=1)#[N:20] |f:1.2|. Reported procedure: A mixture of 4-(3-cyanophenyl)-2-methylsulfonylpyrimidine and potassium cyanide in N,N-dimethylformamide is stirred for 4 hours at 100°. The reaction mixture is concentrated by evaporation, distilled water is added thereto and the whole is extracted with methylene chloride. The organic phase is dried and concentrated by evaporation to give the title compound. RXN SMILES: [B:18]([Br:19])([Br:20])[Br:21].[C:1]([CH2:2][CH3:3])(=[O:4])[c:5]1[cH:6][n:7][c:8]2[c:9]([O:16][CH3:17])[cH:10][cH:11][cH:12][c:13]2[c:14]1[Cl:15].[Cl:22][CH2:23][Cl:24]>>[C:1]([CH2:2][CH3:3])(=[O:4])[c:5]1[cH:6][n:7][c:8]2[c:9]([OH:16])[cH:10][cH:11][cH:12][c:13]2[c:14]1[Cl:15]. The product is CCC(=O)c1cnc2c(O)cccc2c1Cl. Reactants: BrB(Br)Br, CCC(=O)c1cnc2c(OC)cccc2c1Cl, ClCCl. The reactants are CCCCCC.C(C)(=O)OCC (hexane ethyl acetate), I(=O)(=O)(=O)[O-].[Na+] (sodium periodate), C(C=C)C=1OC2=C(C1CCOC1OCCCC1)C=CC=C2OCC(=O)OC (Methyl (2-(2-propenyl)-3-(2-tetrahydropyranyloxyethyl)benzofuran-7-yloxy)acetate). Reagents/catalysts: [Os](=O)(=O)(=O)=O (osmium tetroxide). Run in O1CCOCC1.O (dioxane water). Conditions: temperature 0 celsius, time 30 minute. Product: OCCC=1OC2=C(C1CCOC1OCCCC1)C=CC=C2CC(=O)OC (Methyl (2-(2-hydroxyethyl)-3-(2-tetrahydropyranyloxyethyl)benzofuran-7-yl)acetate). The yield is 42.0%. As a reaction SMILES: [CH2:1]([C:4]1[O:5][C:6]2[C:21](OCC(OC)=O)=[CH:20][CH:19]=[CH:18][C:7]=2[C:8]=1[CH2:9][CH2:10][O:11][CH:12]1[CH2:17][CH2:16][CH2:15][CH2:14][O:13]1)[CH:2]=C.I([O-])(=O)(=O)=[O:29].[Na+].CCCCCC.[C:40]([O:43][CH2:44]C)(=[O:42])[CH3:41]>O1CCOCC1.O.[Os](=O)(=O)(=O)=O>[OH:29][CH2:2][CH2:1][C:4]1[O:5][C:6]2[C:21]([CH2:41][C:40]([O:43][CH3:44])=[O:42])=[CH:20][CH:19]=[CH:18][C:7]=2[C:8]=1[CH2:9][CH2:10][O:11][CH:12]1[CH2:17][CH2:16][CH2:15][CH2:14][O:13]1 |f:1.2,3.4,5.6|. Procedure details: Methyl (2-(2-propenyl)-3-(2-tetrahydropyranyloxyethyl)benzofuran-7-yloxy)acetate (0.97 g) and osmium tetroxide (0.07 M solution in t-butyl alcohol, 0.37 ml) were dissolved in dioxane/water (3:1) and the solution was cooled to 0° C. To this solution, sodium periodate (1.38 g) was added for 10 minutes. After stirring the reaction solution at 0° C. for 30 minutes, the solution was stirred at room temperature for additional 30 minutes. The reaction solution was filtered through Celite and the precip... Reactants: N(=[N+]=[N-])[C@@H]1CN(C[C@@H]1N=[N+]=[N-])C(=O)OC(C)(C)C (tert-Butyl cis-3,4-diazidopyrrolidine-1-carboxylate). Reagents/catalysts: [OH-].[OH-].[Pd+2] (palladium hydroxide on carbon). The solvent is CO (methanol). Reaction conditions: time 21 hour. Product: N[C@@H]1CN(C[C@@H]1N)C(=O)OC(C)(C)C (tert-Butyl cis-3,4-diaminopyrrolidine-1-carboxylate). RXN SMILES: [N:1]([C@H:4]1[C@@H:8]([N:9]=[N+]=[N-])[CH2:7][N:6]([C:12]([O:14][C:15]([CH3:18])([CH3:17])[CH3:16])=[O:13])[CH2:5]1)=[N+]=[N-]>CO.[OH-].[OH-].[Pd+2]>[NH2:1][C@H:4]1[C@@H:8]([NH2:9])[CH2:7][N:6]([C:12]([O:14][C:15]([CH3:18])([CH3:17])[CH3:16])=[O:13])[CH2:5]1 |f:2.3.4|. Reported procedure: To the product from Step B (1.6 g) in methanol (50 mL) was added 20% palladium hydroxide on carbon (100 mg). The reaction mixture was purged with hydrogen gas and held under 1 atmosphere of hydrogen for 21 h. The mixture was filtered through a pad of Celite and the filter cake was successively washed with methanol (3×20 mL). The combined filtrate and washings were concentrated and used without further purification. LC/MS 103.0 (M+1-100). Starting materials: BrC1=CC(=C(C=C1)S[Si](C(C)C)(C(C)C)C(C)C)F ((4-bromo-2-fluoro-phenylsulfanyl)-triisopropyl-silane), C([O-])([O-])=O.[K+].[K+] (potassium carbonate), O.O.O.[F-].C(CCC)[N+](CCCC)(CCCC)CCCC (tetrabutylammonium fluoride trihydrate), CI (methyl iodide). The solvent is C1CCOC1 (THF). Conditions: time 1 hour. Yields the product BrC1=CC(=C(C=C1)SC)F (4-bromo-2-fluoro-1-methylsulfanyl-benzene). Yield: 100.0%. As a reaction SMILES: O.O.O.[F-].[CH2:5]([N+](CCCC)(CCCC)CCCC)CCC.[Br:22][C:23]1[CH:28]=[CH:27][C:26]([S:29][Si](C(C)C)(C(C)C)C(C)C)=[C:25]([F:40])[CH:24]=1.C(=O)([O-])[O-].[K+].[K+].CI>C1COCC1>[Br:22][C:23]1[CH:28]=[CH:27][C:26]([S:29][CH3:5])=[C:25]([F:40])[CH:24]=1 |f:0.1.2.3.4,6.7.8|. Procedure details: Add tetrabutylammonium fluoride trihydrate (546 mg, 1.73 mmol) to a mixture of (4-bromo-2-fluoro-phenylsulfanyl)-triisopropyl-silane (570 mg, 1.57 mmol) and potassium carbonate (650 mg, 4.71 mmol) in 20 mL THF and stir at r.t. for 1 h. Add methyl iodide, stir for 1 h and concentrate to remove THF. Add 20 mL water, extract with diethylether, dry the combined organic extracts over sodium sulfate, filtrate and concentrate under reduced pressure to obtain 4-bromo-2-fluoro-1-methylsulfanyl-benzene (3... Yields the product C=CCC1(S(=O)(=O)Nc2c(Nc3ccc(I)cc3F)c(C)c(=O)n3c2SCC3)CC1. Reaction SMILES: [CH2:27]([CH:28]=[CH2:29])[CH:30]1[CH2:31][CH2:32]1.[NH2:1][c:2]1[c:3]2[n:4]([c:5](=[O:18])[c:6]([CH3:17])[c:7]1[NH:8][c:9]1[c:10]([F:16])[cH:11][c:12]([I:15])[cH:13][cH:14]1)[CH2:19][CH2:20][S:21]2.[S:22](=[O:23])(=[O:24])([Cl:25])[Cl:26].[cH:33]1[cH:34][cH:35][n:36][cH:37][cH:38]1>>[NH:1]([c:2]1[c:3]2[n:4]([c:5](=[O:18])[c:6]([CH3:17])[c:7]1[NH:8][c:9]1[c:10]([F:16])[cH:11][c:12]([I:15])[cH:13][cH:14]1)[CH2:19][CH2:20][S:21]2)[S:22](=[O:23])(=[O:24])[C:30]1([CH2:27][CH:28]=[CH2:29])[CH2:31][CH2:32]1. The reactants are C=CCC1CC1, Cc1c(Nc2ccc(I)cc2F)c(N)c2n(c1=O)CCS2, O=S(=O)(Cl)Cl, c1ccncc1. Reactants: CCCCCC1CCC(CCI)CC1, C1CCOC1, Cc1ccccc1, [Cl-], FC(F)(F)Oc1ccc(Br)cc1, [Li], [NH4+], Cl[Pd]Cl. Product: CCCCCC1CCC(CCc2ccc(OC(F)(F)F)cc2)CC1. RXN SMILES: [CH2:2]([CH2:3][CH2:4][CH2:5][CH3:6])[CH:7]1[CH2:8][CH2:9][CH:10]([CH2:13][CH2:14][I:15])[CH2:11][CH2:12]1.[CH2:33]1[O:34][CH2:35][CH2:36][CH2:37]1.[CH3:38][c:39]1[cH:40][cH:41][cH:42][cH:43][cH:44]1.[Cl-:28].[F:16][C:17]([O:18][c:19]1[cH:20][cH:21][c:22]([Br:25])[cH:23][cH:24]1)([F:26])[F:27].[Li:1].[NH4+:29].[Pd:30]([Cl:31])[Cl:32]>>[CH2:2]([CH2:3][CH2:4][CH2:5][CH3:6])[CH:7]1[CH2:8][CH2:9][CH:10]([CH2:13][CH2:14][c:22]2[cH:21][cH:20][c:19]([O:18][C:17]([F:16])([F:26])[F:27])[cH:24][cH:23]2)[CH2:11][CH2:12]1.